From a dataset of the Open Reaction Database (ORD), a public repository of structured organic reaction records. describe an organic reaction: reactants, conditions, products, and yield Product: ClC1=C(C=CC(=C1)OC)C=1N=C(C(=NC1CC)N[C@@H]1[C@@H](COC1)O)CC (cis-(+/−)-4-{[5-(2-chloro-4-methoxyphenyl)-3,6-diethylpyrazin-2-yl]amino}tetrahydrofuran-3-ol). Reported procedure: Following the procedure for the preparation of (1R,2S)-1-{[5-(2,4-dichlorophenyl)-3,6-diethylpyrazin-2-yl]amino}-2,3-dihydro-1H-inden-2-ol but substituting cis-(+/−)-4-[(5-bromo-3,6-diethylpyrazin-2-yl)amino]tetrahydrofuran-3-ol and 2-chloro-4-methoxyphenylboronic acid and making non-critical variations provided the title compound as a light yellow amorphous solid. IR (diffuse reflectance) 3420, 2969, 2935, 2873, 1604, 1568, 1482, 1439, 1397, 1393, 1287, 1229, 1204, 1181, 1044 cm−1; OAMS support... The reactants are ClC1=C(C=CC(=C1)Cl)C=1N=C(C(=NC1CC)N[C@H]1[C@H](CC2=CC=CC=C12)O)CC ((1R,2S)-1-{[5-(2,4-dichlorophenyl)-3,6-diethylpyrazin-2-yl]amino}-2,3-dihydro-1H-inden-2-ol), BrC=1N=C(C(=NC1CC)N[C@@H]1[C@@H](COC1)O)CC (cis-(+/−)-4-[(5-bromo-3,6-diethylpyrazin-2-yl)amino]tetrahydrofuran-3-ol), ClC1=C(C=CC(=C1)OC)B(O)O (2-chloro-4-methoxyphenylboronic acid). As a reaction SMILES: ClC1C=C(Cl)C=CC=1C1N=C(CC)C(N[C@@H]2C3C(=CC=CC=3)C[C@@H]2O)=NC=1CC.Br[C:31]1[N:32]=[C:33]([CH2:46][CH3:47])[C:34]([NH:39][C@H:40]2[CH2:44][O:43][CH2:42][C@H:41]2[OH:45])=[N:35][C:36]=1[CH2:37][CH3:38].[Cl:48][C:49]1[CH:54]=[C:53]([O:55][CH3:56])[CH:52]=[CH:51][C:50]=1B(O)O>>[Cl:48][C:49]1[CH:54]=[C:53]([O:55][CH3:56])[CH:52]=[CH:51][C:50]=1[C:31]1[N:32]=[C:33]([CH2:46][CH3:47])[C:34]([NH:39][C@H:40]2[CH2:44][O:43][CH2:42][C@H:41]2[OH:45])=[N:35][C:36]=1[CH2:37][CH3:38]. The reactants are CC1(NC(CS(C1)(=O)=O)(C)C)C (2,2,6,6-tetramethyl-1-aza-4-thiacyclohexane-4,4-dioxide), C(CCC)Br (n-butylbromide). Run in CCOCC (ether). The product is C(CCC)N1C(CS(CC1(C)C)(=O)=O)(C)C (1-butyl-2,2,6,6-tetramethyl-1-aza-4-thiacyclohexane-4,4-dioxide), ( 3 ). RXN SMILES: [CH3:1][C:2]1([CH3:12])[CH2:7][S:6](=[O:9])(=[O:8])[CH2:5][C:4]([CH3:11])([CH3:10])[NH:3]1.[CH2:13](Br)[CH2:14][CH2:15][CH3:16]>CCOCC>[CH2:13]([N:3]1[C:2]([CH3:12])([CH3:1])[CH2:7][S:6](=[O:9])(=[O:8])[CH2:5][C:4]1([CH3:11])[CH3:10])[CH2:14][CH2:15][CH3:16]. Procedure: 38.2 g (0.2 mole) of 2,2,6,6-tetramethyl-1-aza-4-thiacyclohexane-4,4-dioxide is heated with 13.7 g of n-butylbromide for 120 hours at 95°-100°C. After cooling, the contents of the flask are taken up in 300 ml of ether. The difficulty soluble hydrobromide of 2,2,6,6-tetramethyl-1-aza-4-thiacyclohexane-4,4-dioxide is separated by filtration, and the ether solution extracted twice with 100 ml of water each time, in order to remove the last traces of starting product or its hydrobromide. The ether s... Reactants: C(=O)(OC(C)(C)C)N1C=CC2=CC=CC=C12 (N-Boc-indole), C[Si](Cl)(Cl)C (dimethyldichlorosilane), tetracyclic bromide, C(CCC)[Li] (n-butyllithium), C(C)(C)NC(C)C (diisopropylamine), C(C)(C)[N-]C(C)C.[Li+] (lithium diisopropylamide). The reagents and catalysts are CN(C1=CC=NC=C1)C (4-dimethylaminopyridine). The solvent is O1CCCC1 (tetrahydrofuran), O1CCCC1 (tetrahydrofuran), C(C)(=O)OCC (ethyl acetate), hexanes, O1CCCC1 (tetrahydrofuran). Run at temperature 0 celsius, time 5 minute. Yields the product N1C=CC2=CC=CC=C12 (indole). Reaction SMILES: C([Li])CCC.C(NC(C)C)(C)C.C([N-]C(C)C)(C)C.[Li+].C([N:28]1[C:36]2[C:31](=[CH:32][CH:33]=[CH:34][CH:35]=2)[CH:30]=[CH:29]1)(OC(C)(C)C)=O.C[Si](C)(Cl)Cl>O1CCCC1.CN(C)C1C=CN=CC=1.C(OCC)(=O)C>[NH:28]1[C:36]2[C:31](=[CH:32][CH:33]=[CH:34][CH:35]=2)[CH:30]=[CH:29]1 |f:2.3|. Procedure: A solution of n-butyllithium (1.57 M, 18.3 mL, 28.7 mmol, 1.61 equiv) in hexanes was added dropwise to a solution of freshly distilled diisopropylamine (4.02 mL, 28.7 mmol, 1.61 equiv) in tetrahydrofuran (4.28 mL) at −78° C. After 5 min, the solution was allowed to warm to 0° C. After 35 min, the solution of lithium diisopropylamide was transferred via cannula to a solution of N-Boc-indole (6.24 g, 28.7 mmol, 1.61 equiv) and dimethyldichlorosilane (3.25 mL, 26.8 mmol, 1.50 equiv) in tetrahydrofu... Reactants: C(=C)[Sn](CCCC)(CCCC)CCCC (Vinyltributyltin), BrC=1C=CC(=NC1)C(=O)OC (Methyl 5-bromopyridine-2-carboxylate), dichlorobis(triphenylphosphine) palladium. Solvent: O1CCOCC1 (dioxane). Conditions: temperature 100 celsius. Yields the product C(=C)C=1C=CC(=NC1)C(=O)OC (methyl 5-vinylpyridine-2-carboxylate). Yield: 66.3%. Reaction SMILES: Br[C:2]1[CH:3]=[CH:4][C:5]([C:8]([O:10][CH3:11])=[O:9])=[N:6][CH:7]=1.[CH:12]([Sn](CCCC)(CCCC)CCCC)=[CH2:13]>O1CCOCC1>[CH:12]([C:2]1[CH:3]=[CH:4][C:5]([C:8]([O:10][CH3:11])=[O:9])=[N:6][CH:7]=1)=[CH2:13]. Procedure: The title compound was prepared by following general procedure 2. Methyl 5-bromopyridine-2-carboxylate (4.0 g, 18.5 mmol) was dissolved in 160 mL dioxane. Vinyltributyltin (11.7 g, 37 mmol) was added to this solution at 25° C., followed by addition of dichlorobis(triphenylphosphine) palladium (1.5 g, mmol). The reaction mixture was degassed and purged with nitrogen for 5 min. and then heated at 100° C. for 2 h. The reaction mixture was evaporated under reduced pressure and the residue was purifi... Reported procedure: To a mixture of 1 M (S)-tetrahydro-1-methyl-3,3-diphenyl-1H,3H-pyrrolo[1,2-c][1,3,2]oxazaborole toluene solution (5.43 mL, 5.43 mmol) and tetrahydrofuran (40 mL) was added 2M borane-methyl sulfide complex tetrahydrofuran solution (29.8 mL, 59.7 mmol) at 0° C. and the mixture was stirred for 20 minutes. To the mixture was added a solution of 5,7-difluoro-2,3-dihydro-4H-chromen-4-one (10.0 g, 54.3 mmol, STEP 7) in tetrahydrofuran (70 mL) at 0° C. over a period of 1 hour, and the mixture was stirre... RXN SMILES: C1(C)C=CC=CC=1.CB1N2CCC[C@H]2C(C2C=CC=CC=2)(C2C=CC=CC=2)O1.B.CSC.[F:33][C:34]1[CH:43]=[C:42]([F:44])[CH:41]=[C:40]2[C:35]=1[C:36](=[O:45])[CH2:37][CH2:38][O:39]2>O1CCCC1>[F:33][C:34]1[CH:43]=[C:42]([F:44])[CH:41]=[C:40]2[C:35]=1[CH:36]([OH:45])[CH2:37][CH2:38][O:39]2 |f:0.1,2.3|. Conditions: time 20 minute. Solvent: O1CCCC1 (tetrahydrofuran), O1CCCC1 (tetrahydrofuran). Reactants: C1(=CC=CC=C1)C.CB1OC([C@H]2N1CCC2)(C2=CC=CC=C2)C2=CC=CC=C2 ((S)-tetrahydro-1-methyl-3,3-diphenyl-1H,3H-pyrrolo[1,2-c][1,3,2]oxazaborole toluene), FC1=C2C(CCOC2=CC(=C1)F)=O (5,7-Difluoro-2,3-dihydro-4H-chromen-4-one), B.CSC (borane methyl sulfide). Product: FC1=C2C(CCOC2=CC(=C1)F)O ((+)-5,7-Difluoro-3,4-dihydro-2H-chromen-4-ol). Starting materials: CC(C)(C)n1ncc(S)c(Cl)c1=O, COCCOc1ccc(CBr)cc1, CCO, [Na+], [Na+], O=C([O-])[O-], O. Product: COCCOc1ccc(CSc2cnn(C(C)(C)C)c(=O)c2Cl)cc1. Reaction SMILES: [C:1]([CH3:2])([CH3:3])([CH3:4])[n:5]1[n:6][cH:7][c:8]([SH:13])[c:9]([Cl:12])[c:10]1=[O:11].[CH3:14][O:15][CH2:16][CH2:17][O:18][c:19]1[cH:20][cH:21][c:22]([CH2:23][Br:24])[cH:25][cH:26]1.[CH3:34][CH2:35][OH:36].[Na+:27].[Na+:28].[O-:29][C:30](=[O:31])[O-:32].[OH2:33]>>[C:1]([CH3:2])([CH3:3])([CH3:4])[n:5]1[n:6][cH:7][c:8]([S:13][CH2:23][c:22]2[cH:21][cH:20][c:19]([O:18][CH2:17][CH2:16][O:15][CH3:14])[cH:26][cH:25]2)[c:9]([Cl:12])[c:10]1=[O:11]. Reactants: N=1NN=NC1C1=CC=C(OCC(=O)OC)C=C1 (methyl [4-(2H-tetrazol-5-yl)phenoxy]acetate), O.NN (hydrazine hydrate). The solvent is CO (MeOH). Run at time 90 minute. The product is N1N=NN=C1C1=CC=C(OCC(=O)NN)C=C1 (2-[4-(1H-tetrazol-5-yl)phenoxy]acetohydrazide). Isolated yield 78.0%. As a reaction SMILES: [N:1]1[NH:2][N:3]=[N:4][C:5]=1[C:6]1[CH:17]=[CH:16][C:9]([O:10][CH2:11][C:12](OC)=[O:13])=[CH:8][CH:7]=1.O.[NH2:19][NH2:20]>CO>[NH:4]1[C:5]([C:6]2[CH:17]=[CH:16][C:9]([O:10][CH2:11][C:12]([NH:19][NH2:20])=[O:13])=[CH:8][CH:7]=2)=[N:1][N:2]=[N:3]1 |f:1.2|. Procedure details: To a suspension of methyl [4-(2H-tetrazol-5-yl)phenoxy]acetate (1.10 g, 4.06 mmol) in MeOH (30 mL) was added hydrazine hydrate (2.0 mL). After stirring for 90 min at rt, the reaction mixture was evaporated off. The residue was taken up with MeOH (10 mL) and a white solid precipitated out. Filtration, washing with MeOH (2×3 mL) and drying under vacuo at 70° C. for 16 hrs gave 741 mg of the title compound (78%) as a white solid in 99.9% purity by HPLC (MaxPlot detection between 230 and 400 nm). Starting materials: OC1=C(C=O)C=CC=C1C (2-hydroxy-3-methylbenzaldehyde), BrCC#N (bromoacetonitrile), C([O-])([O-])=O.[K+].[K+] (potassium carbonate). Run in CN(C)C=O (DMF), CCOCC (ether). Conditions: temperature 55 celsius. Yields the product C(#N)COC1=C(C=O)C=CC=C1C (2-Cyanomethoxy-3-methylbenzaldehyde). Reaction SMILES: [OH:1][C:2]1[C:9]([CH3:10])=[CH:8][CH:7]=[CH:6][C:3]=1[CH:4]=[O:5].Br[CH2:12][C:13]#[N:14].C(=O)([O-])[O-].[K+].[K+]>CN(C=O)C.CCOCC>[C:13]([CH2:12][O:1][C:2]1[C:9]([CH3:10])=[CH:8][CH:7]=[CH:6][C:3]=1[CH:4]=[O:5])#[N:14] |f:2.3.4|. Reported procedure: A mixture of 2-hydroxy-3-methylbenzaldehyde (10.2 g, 75.0 mmoles, Aldrich), bromoacetonitrile (5.70 mL, 82.5 mmoles), and potassium carbonate (11.4 g, 82.5 mmoles) in DMF (150 mL) is heated to 55° C. for 3 hours, cooled, then diluted with ether. The mixture is washed with distilled water, saturated NaCl solution, then the organic layer dried over MgSO4 and concentrated to give the title compound as a yellow solid. 1H NMR (300 MHz, CDCl3): δ10.20 (s, 1H), 7.70 (d, 1H), 7.53 (d, 1H), 7.29 (m, 1H),... The reactants are NCC1=C(N=NS1)C (5-aminomethyl-4-methyl-1,2,3-thiadiazole), C(C=C)Br (allyl bromide), C([O-])([O-])=O.[K+].[K+] (potassium carbonate), CC(=O)C (acetone). Reaction conditions: time 20 hour. Product: C(C=C)N(CC=C)CC1=C(N=NS1)C (5-(N,N-diallylamino)methyl-4-methyl-1,2,3-thiadiazole). Isolated yield 67.0%. Reaction SMILES: [NH2:1][CH2:2][C:3]1[S:7][N:6]=[N:5][C:4]=1[CH3:8].[CH2:9](Br)[CH:10]=[CH2:11].C(=O)([O-])[O-].[K+].[K+].[CH3:19][C:20]([CH3:22])=O>>[CH2:9]([N:1]([CH2:2][C:3]1[S:7][N:6]=[N:5][C:4]=1[CH3:8])[CH2:22][CH:20]=[CH2:19])[CH:10]=[CH2:11] |f:2.3.4|. Procedure details: To 15 ml of acetone were added 0.50 g (3.0 mol) of 5-aminomethyl-4-methyl-1,2,3-thiadiazole ydrochloride, 1.10 g (9.0 mmol) of allyl bromide and 2.1 g (15 mmol) of potassium carbonate. The resulting mixture was stirred for 20 hours with heating under reflux. After the reaction was completed, the reaction mixture was filtered to remove the precipitated matter, the solvent was distilled off under reduced pressure, and the residue was purified by silica gel column chromatography using 3:1 mixture o... The reactants are [Br-], Cc1noc(-c2ccc(Br)cc2)c1C=O, [Li]CCCC, C1CCOC1, Cl, c1ccc(CCC[P+](c2ccccc2)(c2ccccc2)c2ccccc2)cc1. Yields the product Cc1noc(-c2ccc(Br)cc2)c1C=CCCc1ccccc1. RXN SMILES: [Br-:1].[Br:35][c:36]1[cH:37][cH:38][c:39](-[c:42]2[c:43]([CH:48]=[O:49])[c:44]([CH3:47])[n:45][o:46]2)[cH:40][cH:41]1.[CH2:30]([Li:31])[CH2:32][CH2:33][CH3:34].[CH2:50]1[O:51][CH2:52][CH2:53][CH2:54]1.[ClH:55].[c:2]1([CH2:8][CH2:9][CH2:10][P+:11]([c:12]2[cH:13][cH:14][cH:15][cH:16][cH:17]2)([c:18]2[cH:19][cH:20][cH:21][cH:22][cH:23]2)[c:24]2[cH:25][cH:26][cH:27][cH:28][cH:29]2)[cH:3][cH:4][cH:5][cH:6][cH:7]1>>[c:2]1([CH2:8][CH2:9][CH:10]=[CH:48][c:43]2[c:42](-[c:39]3[cH:38][cH:37][c:36]([Br:35])[cH:41][cH:40]3)[o:46][n:45][c:44]2[CH3:47])[cH:3][cH:4][cH:5][cH:6][cH:7]1.